From a dataset of the Open Reaction Database (ORD), a public repository of structured organic reaction records. describe an organic reaction: reactants, conditions, products, and yield Starting materials: C(C)(C)(C)OC(=O)N1C(CCC1)C=1NC(=CN1)C1=CC=C(C=C1)C=1C2=C(SC1)C(=CS2)C=2N=C(NC2)[C@H]2N(CCC2)C([C@H](C(C)C)NC(=O)OC)=O ((5-[4-(6-{(S)-2-[1-((S)-2-methoxycarbonylamino-3-methyl-butyryl)-pyrrolidin-2-yl]-1H-imidazol-4-yl}-thieno[3,2-b]thiophen-3-yl)-phenyl]-1H-imidazol-2-yl}-pyrrolidine-1-carboxylic acid tert-butyl ester), Cl.BrC1=CN2C(S1)=NC(=C2)N (2-bromo-imidazo[2,1-b]thiazol-6-ylamine hydrochloride). Product: Cl.COC(N[C@@H](C(C)C)C(=O)N1[C@@H](CCC1)C=1NC=C(N1)C=1C2=C(SC1)C(=CS2)C2=CC=C(C=C2)C=2NC(=NC2)[C@H]2NCCC2)=O ({2-methyl-(S)-1-[(S)-2-(4-{6-[4-((S)-2-pyrrolidin-2-yl-3H-imidazol-4-yl)-phenyl]-thieno[3,2-b]thiophen-3-yl}-1H-imidazol-2-yl)-pyrrolidine-1-carbonyl]-propyl}-carbamic acid methyl ester, hydrochloride salt). RXN SMILES: C(OC([N:8]1[CH2:12][CH2:11][CH2:10][CH:9]1[C:13]1[NH:14][C:15]([C:18]2[CH:23]=[CH:22][C:21]([C:24]3[C:25]4[S:31][CH:30]=[C:29]([C:32]5[N:33]=[C:34]([C@@H:37]6[CH2:41][CH2:40][CH2:39][N:38]6[C:42](=[O:52])[C@@H:43]([NH:47][C:48]([O:50][CH3:51])=[O:49])[CH:44]([CH3:46])[CH3:45])[NH:35][CH:36]=5)[C:26]=4[S:27][CH:28]=3)=[CH:20][CH:19]=2)=[CH:16][N:17]=1)=O)(C)(C)C.[ClH:53].BrC1SC2=NC(N)=CN2C=1>>[ClH:53].[CH3:51][O:50][C:48](=[O:49])[NH:47][C@H:43]([C:42]([N:38]1[CH2:39][CH2:40][CH2:41][C@H:37]1[C:34]1[NH:35][CH:36]=[C:32]([C:29]2[C:26]3[S:27][CH:28]=[C:24]([C:21]4[CH:22]=[CH:23][C:18]([C:15]5[NH:14][C:13]([C@@H:9]6[CH2:10][CH2:11][CH2:12][NH:8]6)=[N:17][CH:16]=5)=[CH:19][CH:20]=4)[C:25]=3[S:31][CH:30]=2)[N:33]=1)=[O:52])[CH:44]([CH3:46])[CH3:45] |f:1.2,3.4|. Reported procedure: Compound 80 was synthesized from compound 79 (1.36 mmol), following the procedure as described for compound 11 to give compound 80 in quantitative yield. MS (ESI, EI+) m/z=645.2 (MH+). The reactants are O (water), [OH-].[Na+] (sodium hydroxide), CC1=CC(=CC2=C1NC(O2)=O)C(=O)OC (methyl 4-methyl-2-oxo-2,3-dihydro-benzoxazole-6-carboxylate), [OH-].[Na+] (sodium hydroxide), Cl (hydrochloric acid). Solvent: CO (MeOH), CO (MeOH). Conditions: time 24 hour. Product: CC1=CC(=CC2=C1NC(O2)=O)C(=O)O (4-methyl-2-oxo-2,3-dihydro-benzoxazole-6-carboxylic acid). As a reaction SMILES: [OH-].[Na+].[CH3:3][C:4]1[C:9]2[NH:10][C:11](=[O:13])[O:12][C:8]=2[CH:7]=[C:6]([C:14]([O:16]C)=[O:15])[CH:5]=1.O.Cl>CO>[CH3:3][C:4]1[C:9]2[NH:10][C:11](=[O:13])[O:12][C:8]=2[CH:7]=[C:6]([C:14]([OH:16])=[O:15])[CH:5]=1 |f:0.1|. Reported procedure: 20 mL 4N aqueous sodium hydroxide solution were added to 5.00 g (24.1 mmol) methyl 4-methyl-2-oxo-2,3-dihydro-benzoxazole-6-carboxylate in 50 mL MeOH and the mixture was stirred for 24 h at RT. Then 10 mL of 4N aqueous sodium hydroxide solution were added and the mixture was stirred for a further 8 h at RT. Then the MeOH was eliminated i.vac., water was added and while cooling with ice the mixture was acidified with conc. hydrochloric acid solution until a precipitate formed. This was suction fi... Reactants: C1(CC(CCC1)=O)=O (1,3-Cyclohexanedione), COC(N(C)C)OC (dimethylformamide dimethylacetal). The product is CN(C)C=C1C(CCCC1=O)=O (2-dimethylaminomethylene-1,3-cyclohexanedione). The yield is 72.0%. RXN SMILES: [C:1]1(=[O:8])[CH2:6][CH2:5][CH2:4][C:3](=[O:7])[CH2:2]1.CO[CH:11](OC)[N:12]([CH3:14])[CH3:13]>>[CH3:11][N:12]([CH:14]=[C:2]1[C:3](=[O:7])[CH2:4][CH2:5][CH2:6][C:1]1=[O:8])[CH3:13]. Procedure: 1,3-Cyclohexanedione (11.2 g, 100 mmol) was suspended in dimethylformamide dimethylacetal (28 mL) and the mixture was heated at reflux for 1 h. The mixture was cooled to room temperature and the solvent was evaporated to provide an orange solid, which was recrystalized from ethyl acetate to provide 12 g (72%) of 2-dimethylaminomethylene-1,3-cyclohexanedione as light orange needles, mp 116°-118° C.; 1H NMR (CDCl3) δ8.05 (s, 1H), 3.40 (s, 3H), 3.19 (s, 3H), 2.26 (t, 4H), 1.95 (m, 1H). Starting materials: [Na+], CCN(CC)C(=O)c1ccc(CN2CCC3(CC2)OCCO3)cc1, C1CCOC1, [OH-], O, O=S(=O)(O)O. Yields the product CCN(CC)C(=O)c1ccc(CN2CCC(=O)CC2)cc1. Reaction SMILES: [Na+:31].[O:1]1[CH2:3][CH2:2][O:4][C:5]12[CH2:6][CH2:7][N:8]([CH2:11][c:12]1[cH:13][cH:14][c:15]([C:16](=[O:17])[N:18]([CH2:19][CH3:20])[CH2:21][CH3:22])[cH:23][cH:24]1)[CH2:9][CH2:10]2.[O:32]1[CH2:33][CH2:34][CH2:35][CH2:36]1.[OH-:30].[OH2:37].[S:25](=[O:26])(=[O:27])([OH:28])[OH:29]>>[O:4]=[C:5]1[CH2:6][CH2:7][N:8]([CH2:11][c:12]2[cH:13][cH:14][c:15]([C:16](=[O:17])[N:18]([CH2:19][CH3:20])[CH2:21][CH3:22])[cH:23][cH:24]2)[CH2:9][CH2:10]1. Reactants: C(C)OC1=CC=C(C=C1)C#CC=1C=NC2=C(N=C3C(=C2C1)C=CC(=C3)C)N (2-((4-ethoxyphenyl)ethynyl)-8-methylbenzo[f][1,7]naphthyridin-5-amine), C(C)O (Ethanol). Reagents/catalysts: [Pd] (palladium). The solvent is C(Cl)Cl (methylene chloride). Reaction conditions: time 8 hour. The product is C(C)OC1=CC=C(CCC=2C=NC3=C(N=C4C(=C3C2)C=CC(=C4)C)N)C=C1 (2-(4-ethoxyphenethyl)-8-methylbenzo[f][1,7]naphthyridin-5-amine). Reaction SMILES: [CH2:1]([O:3][C:4]1[CH:9]=[CH:8][C:7]([C:10]#[C:11][C:12]2[CH:13]=[N:14][C:15]3[C:20]([CH:21]=2)=[C:19]2[CH:22]=[CH:23][C:24]([CH3:26])=[CH:25][C:18]2=[N:17][C:16]=3[NH2:27])=[CH:6][CH:5]=1)[CH3:2].C(O)C>[Pd].C(Cl)Cl>[CH2:1]([O:3][C:4]1[CH:9]=[CH:8][C:7]([CH2:10][CH2:11][C:12]2[CH:13]=[N:14][C:15]3[C:20]([CH:21]=2)=[C:19]2[CH:22]=[CH:23][C:24]([CH3:26])=[CH:25][C:18]2=[N:17][C:16]=3[NH2:27])=[CH:6][CH:5]=1)[CH3:2]. Procedure details: To a round bottom flask was added 2-((4-ethoxyphenyl)ethynyl)-8-methylbenzo[f][1,7]naphthyridin-5-amine (from the previous step) (1 eq.) with a stirring bar. Ethanol and methylene chloride (1:2, 0.2 M) were added, followed by palladium in carbon (activated powder, wet, 10% on carbon, 0.1 eq.). The contents were degassed under vacuum followed by hydrogen flush (three times). The reaction mixture was stirred vigorously under hydrogen balloon at room temperature overnight. Afterwards the reaction m... The reactants are C(C)(=O)NC1=C(C=C(CN)C=C1C)Cl (4-acetamido-3-chloro-5-methylbenzylamine), ClC(=O)OCCC (propyl chloroformate). Product: NCC1=CC(=C(C(=C1)C)NC(OCCC)=O)Cl (Propyl 4-(aminomethyl)-2-chloro-6-methylphenylcarbamate). Reaction SMILES: C([NH:4][C:5]1[C:12]([CH3:13])=[CH:11][C:8]([CH2:9][NH2:10])=[CH:7][C:6]=1[Cl:14])(=O)C.Cl[C:16]([O:18][CH2:19][CH2:20][CH3:21])=[O:17]>>[NH2:10][CH2:9][C:8]1[CH:11]=[C:12]([CH3:13])[C:5]([NH:4][C:16](=[O:17])[O:18][CH2:19][CH2:20][CH3:21])=[C:6]([Cl:14])[CH:7]=1. Procedure details: The procedure is exactly the same as preparing 4-acetamido-3-chloro-5-methylbenzylamine (Preparation D), except that propyl chloroformate was used instead of acetyl chloride. The reactants are ClC1=NC(=NC(=C1)C=1C=NC=CC1)C1=NC=CC=C1 (4-chloro-6-pyridin-3-yl-2-pyridin-2-yl-pyrimidine), CC=1C(=NC=CC1)C(=N)N (3-methyl-pyridine-2-carboxamidine), CC=1C(=NC=CC1)C(=N)N (3-methyl-pyridine-2-carboxamidine). Yields the product ClC1=NC(=NC(=C1)C=1C=NC=CC1)C1=NC=CC=C1C (4-Chloro-2-(3-methyl-pyridin-2-yl)-6-pyridin-3-yl-pyrimidine). Reaction SMILES: [Cl:1][C:2]1[CH:7]=[C:6]([C:8]2[CH:9]=[N:10][CH:11]=[CH:12][CH:13]=2)[N:5]=[C:4]([C:14]2[CH:19]=[CH:18][CH:17]=[CH:16][N:15]=2)[N:3]=1.[CH3:20]C1C(C(N)=N)=NC=CC=1>>[Cl:1][C:2]1[CH:7]=[C:6]([C:8]2[CH:9]=[N:10][CH:11]=[CH:12][CH:13]=2)[N:5]=[C:4]([C:14]2[C:19]([CH3:20])=[CH:18][CH:17]=[CH:16][N:15]=2)[N:3]=1. Procedure details: This compound is prepared analogously to Intermediate A by replacing pyridine-2-carboxamide (step 1) with 3-methyl-pyridine-2-carboxamidine (Intermediate C)